Dataset: the Open Reaction Database (ORD), a public repository of structured organic reaction records. Task: describe an organic reaction: reactants, conditions, products, and yield Reactants: O=C([O-])[O-], CCCCOCN(Cc1ccccc1)C[Si](C)(C)C, ClCCl, O=C1C=CC(c2ccccc2F)(c2ccccc2F)CC1, [K+], [K+], O=C(O)C(F)(F)F. Product: O=C1CCC(c2ccccc2F)(c2ccccc2F)C2CN(Cc3ccccc3)CC12. As a reaction SMILES: [C:48](=[O:49])([O-:50])[O-:51].[CH2:29]([O:30][CH2:34][N:35]([CH2:36][Si:31]([CH3:32])([CH3:33])[CH3:37])[CH2:41][c:42]1[cH:43][cH:44][cH:45][cH:46][cH:47]1)[CH2:38][CH2:39][CH3:40].[Cl:54][CH2:55][Cl:56].[F:8][c:9]1[c:10]([C:15]2([c:22]3[c:23]([F:28])[cH:24][cH:25][cH:26][cH:27]3)[CH:16]=[CH:17][C:18](=[O:21])[CH2:19][CH2:20]2)[cH:11][cH:12][cH:13][cH:14]1.[K+:52].[K+:53].[OH:1][C:2]([C:3]([F:4])([F:5])[F:6])=[O:7]>>[F:8][c:9]1[c:10]([C:15]2([c:22]3[c:23]([F:28])[cH:24][cH:25][cH:26][cH:27]3)[CH:16]3[CH:17]([C:18](=[O:21])[CH2:19][CH2:20]2)[CH2:36][N:35]([CH2:41][c:42]2[cH:43][cH:44][cH:45][cH:46][cH:47]2)[CH2:34]3)[cH:11][cH:12][cH:13][cH:14]1. The reactants are BrCC1=CC=CC2=C1N=C(O2)C2=C(C=CC(=C2)OC)OCOC (4-bromomethyl-2-(5-methoxy-2-methoxymethoxyphenyl)benzoxazole), NCC1=NC=CC=C1 (2-(aminomethyl)pyridine), C(=O)([O-])[O-].[Na+].[Na+] (Na2CO3). Solvent: CC#N (CH3CN). Conditions: time 8 hour. Product: COC=1C=CC(=C(C1)C=1OC2=C(N1)C(=CC=C2)CNCC2=NC=CC=C2)OCOC (2-(5-methoxy-2-methoxymethoxyphenyl)-4-(2-pyridylmethyl)aminomethylbenzoxazole). Isolated yield 63.5%. RXN SMILES: Br[CH2:2][C:3]1[C:8]2[N:9]=[C:10]([C:12]3[CH:17]=[C:16]([O:18][CH3:19])[CH:15]=[CH:14][C:13]=3[O:20][CH2:21][O:22][CH3:23])[O:11][C:7]=2[CH:6]=[CH:5][CH:4]=1.[NH2:24][CH2:25][C:26]1[CH:31]=[CH:30][CH:29]=[CH:28][N:27]=1.C([O-])([O-])=O.[Na+].[Na+]>CC#N>[CH3:19][O:18][C:16]1[CH:15]=[CH:14][C:13]([O:20][CH2:21][O:22][CH3:23])=[C:12]([C:10]2[O:11][C:7]3[CH:6]=[CH:5][CH:4]=[C:3]([CH2:2][NH:24][CH2:25][C:26]4[CH:31]=[CH:30][CH:29]=[CH:28][N:27]=4)[C:8]=3[N:9]=2)[CH:17]=1 |f:2.3.4|. Reported procedure: A mixture of 4-bromomethyl-2-(5-methoxy-2-methoxymethoxyphenyl)benzoxazole (F12) (567 mg, 1.5 mmol), 2-(aminomethyl)pyridine (1.08 g, 10 mmol), and Na2CO3 (excess) in CH3CN (30 mL) was stirred overnight at room temperature. After filtration of the reaction mixture, the filtrate was concentrated in vacuo. Water (20 mL) was added to the residue, which was extracted with CHCl3 (20 mL) three times. The combined organic layer was washed with brine and water, dried over MgSO4, and evaporated. The resu... The reactants are [Cl-].[Al+3].[Cl-].[Cl-] (aluminum chloride), ClC(C(=O)OCC)=O (ethyl chloroglyoxylate), C1(=CC=CC=C1)OC (anisole). Solvent: ClCCl (dichloromethane), ClCCl (dichloromethane). Conditions: time 15 minute. The product is COC1=CC=C(C=C1)C(C(=O)OCC)=O (ethyl 4-methoxyphenylglyoxylate). The yield is 60.0%. Reaction SMILES: [Cl-].[Al+3].[Cl-].[Cl-].Cl[C:6](=[O:12])[C:7]([O:9][CH2:10][CH3:11])=[O:8].[C:13]1([O:19][CH3:20])[CH:18]=[CH:17][CH:16]=[CH:15][CH:14]=1>ClCCl>[CH3:20][O:19][C:13]1[CH:18]=[CH:17][C:16]([C:6](=[O:12])[C:7]([O:9][CH2:10][CH3:11])=[O:8])=[CH:15][CH:14]=1 |f:0.1.2.3|. Procedure: To a mixture of aluminum chloride (59.0 g) and dichloromethane (500 ml), ethyl chloroglyoxylate (45.4 ml) was added dropwise at 0° C. After stirring for 15 minutes, anisole (40.1 ml) was added dropwise at 0° C., and the mixture was stirred for 1.5 hours at room temperature. The reaction mixture was poured onto ice (500 g), and the mixture was stirred for 1 hour at room temperature The dichloromethane layer separated was washed with saturated aqueous sodium chloride, dried (MgSO4), and then conce...